This data is from the Open Reaction Database (ORD), a public repository of structured organic reaction records. The task is: describe an organic reaction: reactants, conditions, products, and yield Reaction SMILES: [C:1]1([CH2:11][C:12]#[N:13])[C:10]2[C:5](=[CH:6][CH:7]=[CH:8][CH:9]=2)[CH:4]=[CH:3][CH:2]=1.[OH-].[Na+].S(=O)(=O)(O)O.[N:21]([O-:23])=[O:22].[Na+]>CO.O>[N:21]([O:23][CH3:1])=[O:22].[OH:22][N:21]=[C:11]([C:1]1[C:10]2[C:5](=[CH:6][CH:7]=[CH:8][CH:9]=2)[CH:4]=[CH:3][CH:2]=1)[C:12]#[N:13] |f:1.2,4.5|. The reactants are S(O)(O)(=O)=O (sulfuric acid), N(=O)[O-].[Na+] (sodium nitrite), C1(=CC=CC2=CC=CC=C12)CC#N (2-(1-naphthyl)acetonitrile), [OH-].[Na+] (sodium hydroxide). Reported procedure: 2-(1-naphthyl)acetonitrile (16.7 g.) was added to a solution of sodium hydroxide (4.2 g.) in methanol (80 ml.). Gaseous methyl nitrite which was prepared by adding a solution of concentrated sulfuric acid (5 ml.) in water (10 ml.) to a solution of sodium nitrite (8.3 g.) in a mixture of methanol was introduced, under ice-cooling, and water (5 ml.). The mixture was stirred for 4 hours at the same temperature and the reaction mixture was treated by a conventional method to give 2-hydroxyimino-2-(1... Product: N(=O)OC (methyl nitrite), ON=C(C#N)C1=CC=CC2=CC=CC=C12 (2-hydroxyimino-2-(1-naphthyl)acetonitrile). Yield: 72.5%. Conditions: time 4 hour. Solvent: CO (methanol), O (water), O (water), CO (methanol). The reactants are Intermediate ( 16 ), C1(CCCC1)C=O (cyclopentanecarbaldehyde), IC1=CC=C(C(=O)OCC)C=C1 (ethyl 4-iodobenzoate). Product: C1(CCCC1)C(C1=CC=C(C(=O)OCC)C=C1)O ((+/−)-ethyl 4-(cyclopentyl(hydroxy)methyl)benzoate). RXN SMILES: [CH:1]1([CH:6]=[O:7])[CH2:5][CH2:4][CH2:3][CH2:2]1.I[C:9]1[CH:19]=[CH:18][C:12]([C:13]([O:15][CH2:16][CH3:17])=[O:14])=[CH:11][CH:10]=1>>[CH:1]1([CH:6]([OH:7])[C:9]2[CH:19]=[CH:18][C:12]([C:13]([O:15][CH2:16][CH3:17])=[O:14])=[CH:11][CH:10]=2)[CH2:5][CH2:4][CH2:3][CH2:2]1. Reported procedure: The title compound was prepared by a method analogous to that described for Intermediate (16) using cyclopentanecarbaldehyde and ethyl 4-iodobenzoate. 1H NMR (400 MHz, CDCl3, δ): 8.01 (d, J=8.4 Hz, 2H), 7.40-7.44 (m, 2H), 4.49 (d, J=8.0 Hz, 1H), 4.39 (q, J=7.2 Hz, 2H), 2.19-2.21 (m, 1H), 1.82-1.87 (m, 2H), 1.41-1.67 (m, 6H), 1.39 (t, J=7.2 Hz, 3H). Starting materials: CC(C)(C)OC(C(C)=P(C1=CC=CC=C1)(C1=CC=CC=C1)C1=CC=CC=C1)=O (2-(triphenylphosphoranylidene)propanoic acid 1,1-dimethylethyl ester), C=1C=CC(=C(C1)C=O)C=O (ortho phthalaldehyde). The product is CC(C)(C)OC(\C(=C\C1=C(C=CC=C1)C=O)\C)=O ((E)-3-(2-Formylphenyl)-2-methyl-2-propenoic acid 1,1-dimethylethyl ester). Reaction SMILES: [CH3:1][C:2]([O:5][C:6](=[O:28])[C:7](=P(C1C=CC=CC=1)(C1C=CC=CC=1)C1C=CC=CC=1)[CH3:8])([CH3:4])[CH3:3].[CH:29]1[CH:30]=[CH:31][C:32]([CH:37]=[O:38])=[C:33]([CH:35]=O)[CH:34]=1>>[CH3:1][C:2]([O:5][C:6](=[O:28])/[C:7](/[CH3:8])=[CH:35]/[C:33]1[CH:34]=[CH:29][CH:30]=[CH:31][C:32]=1[CH:37]=[O:38])([CH3:4])[CH3:3]. Procedure: From 2-(triphenylphosphoranylidene)propanoic acid 1,1-dimethylethyl ester and ortho phthalaldehyde Reactants: Cl, C[N+](=O)[O-], CC(C)(C)OC(=O)c1ccc(C=Cc2cnc3nc(N)nc(N)c3c2)cc1. Yields the product Nc1nc(N)c2cc(C=Cc3ccc(C(=O)O)cc3)cnc2n1. As a reaction SMILES: [ClH:28].[N+:29]([CH3:30])([O-:31])=[O:32].[NH2:1][c:2]1[n:3][c:4]([NH2:27])[c:5]2[c:6]([n:7]1)[n:8][cH:9][c:10]([CH:12]=[CH:13][c:14]1[cH:15][cH:16][c:17]([C:20](=[O:21])[O:22][C:23]([CH3:24])([CH3:25])[CH3:26])[cH:18][cH:19]1)[cH:11]2>>[NH2:1][c:2]1[n:3][c:4]([NH2:27])[c:5]2[c:6]([n:7]1)[n:8][cH:9][c:10]([CH:12]=[CH:13][c:14]1[cH:15][cH:16][c:17]([C:20](=[O:21])[OH:22])[cH:18][cH:19]1)[cH:11]2.